This data is from the Open Reaction Database (ORD), a public repository of structured organic reaction records. The task is: describe an organic reaction: reactants, conditions, products, and yield The reactants are O=C1CCC(=O)N1Br, C[Si](C)(C)C#CC=CCO, ClCCl, c1ccc(P(c2ccccc2)c2ccccc2)cc1. The product is C[Si](C)(C)C#CC=CCBr. As a reaction SMILES: [Br:1][N:2]1[C:3](=[O:4])[CH2:5][CH2:6][C:7]1=[O:8].[CH3:28][Si:29]([C:30]#[C:31][CH:32]=[CH:33][CH2:34][OH:35])([CH3:36])[CH3:37].[Cl:38][CH2:39][Cl:40].[c:9]1([P:10]([c:11]2[cH:12][cH:13][cH:14][cH:15][cH:16]2)[c:17]2[cH:18][cH:19][cH:20][cH:21][cH:22]2)[cH:23][cH:24][cH:25][cH:26][cH:27]1>>[Br:1][CH2:34][CH:33]=[CH:32][C:31]#[C:30][Si:29]([CH3:28])([CH3:36])[CH3:37]. Reactants: FC(S(=O)(=O)OC=1C=C(C=C(C1)C1=CC=CC=C1)C(=O)OC)(F)F (methyl 5-{[(trifluoromethyl)sulfonyl]oxy}biphenyl-3-carboxylate), CN(C)C=O (DMF). The reagents and catalysts are [C-]#N.[Zn+2].[C-]#N (Zinc cyanide), C=1C=CC(=CC1)[P](C=2C=CC=CC2)(C=3C=CC=CC3)[Pd]([P](C=4C=CC=CC4)(C=5C=CC=CC5)C=6C=CC=CC6)([P](C=7C=CC=CC7)(C=8C=CC=CC8)C=9C=CC=CC9)[P](C=1C=CC=CC1)(C=1C=CC=CC1)C=1C=CC=CC1 (Pd(PPh3)4). Reaction conditions: temperature 90 celsius, time 30 minute. Product: C(#N)C=1C=C(C=C(C1)C1=CC=CC=C1)C(=O)OC (Methyl 5-cyanobiphenyl-3-carboxylate). Reaction SMILES: FC(F)(F)S(O[C:7]1[CH:8]=[C:9]([C:19]([O:21][CH3:22])=[O:20])[CH:10]=[C:11]([C:13]2[CH:18]=[CH:17][CH:16]=[CH:15][CH:14]=2)[CH:12]=1)(=O)=O.[CH3:25][N:26](C=O)C>[C-]#N.[Zn+2].[C-]#N.C1C=CC([P]([Pd]([P](C2C=CC=CC=2)(C2C=CC=CC=2)C2C=CC=CC=2)([P](C2C=CC=CC=2)(C2C=CC=CC=2)C2C=CC=CC=2)[P](C2C=CC=CC=2)(C2C=CC=CC=2)C2C=CC=CC=2)(C2C=CC=CC=2)C2C=CC=CC=2)=CC=1>[C:25]([C:7]1[CH:8]=[C:9]([C:19]([O:21][CH3:22])=[O:20])[CH:10]=[C:11]([C:13]2[CH:18]=[CH:17][CH:16]=[CH:15][CH:14]=2)[CH:12]=1)#[N:26] |f:2.3.4,^1:38,40,59,78|. Procedure: Zinc cyanide (1.1 g) and Pd(PPh3)4 (281 mg) were added to a DMF (45 mL) solution of methyl 5-{[(trifluoromethyl)sulfonyl]oxy}biphenyl-3-carboxylate (1.68 g), and stirred at 90° C. for 1 hour and 30 minutes. The reaction liquid was filtered through Celite, the solvent was partly evaporated away, and the residue was diluted with ethyl acetate, aqueous ammonia was added to it, and the solution was extracted with ethyl acetate. The organic layer was washed with water and saturated saline water, drie... Reactants: [Na+], O=[N+]([O-])[O-], Cc1cc(-c2[nH]c3ccccc3c2C)cc(C)c1O, O=S(=O)(O)O. The product is Cc1cc(-c2[nH]c3ccc([N+](=O)[O-])cc3c2C)cc(C)c1O. Reaction SMILES: [Na+:20].[O-:21][N+:22]([O-:23])=[O:24].[OH:1][c:2]1[c:3]([CH3:19])[cH:4][c:5](-[c:9]2[nH:10][c:11]3[cH:12][cH:13][cH:14][cH:15][c:16]3[c:17]2[CH3:18])[cH:6][c:7]1[CH3:8].[S:25](=[O:26])(=[O:27])([OH:28])[OH:29]>>[OH:1][c:2]1[c:3]([CH3:19])[cH:4][c:5](-[c:9]2[nH:10][c:11]3[cH:12][cH:13][c:14]([N+:22](=[O:21])[O-:23])[cH:15][c:16]3[c:17]2[CH3:18])[cH:6][c:7]1[CH3:8]. Reactants: O=C1N(C=2C(=NC=CC2)N1)C1CCN(CC1)C1=CC(=NC=N1)C(=O)O (6-[4-(2-oxo-2,3-dihydroimidazo[4,5-b]pyridin-1-yl)-piperidin-1-yl]-pyrimidine-4-carboxylic acid), CN(C)C(=[N+](C)C)ON1C2=C(C=CC=C2)N=N1.[B-](F)(F)(F)F (TBTU), N1N=CC2=C(C=CC=C12)N (1H-indazole-4-ylamine), TEA. Run in CN(C)C=O (DMF). Run at time 8 hour. Product: N1N=CC2=C(C=CC=C12)NC(=O)C1=NC=NC(=C1)N1CCC(CC1)N1C(NC2=NC=CC=C21)=O (6-[4-(2-oxo-2,3-dihydro-imidazo[4,5-b]pyridin-1-yl)-piperidin-1-yl]-pyrimidine-4-carboxylic acid(1H-indazol-4-yl)-amide). Reaction SMILES: [O:1]=[C:2]1[NH:10][C:5]2=[N:6][CH:7]=[CH:8][CH:9]=[C:4]2[N:3]1[CH:11]1[CH2:16][CH2:15][N:14]([C:17]2[N:22]=[CH:21][N:20]=[C:19]([C:23]([OH:25])=O)[CH:18]=2)[CH2:13][CH2:12]1.[NH:26]1[C:34]2[C:29](=[C:30]([NH2:35])[CH:31]=[CH:32][CH:33]=2)[CH:28]=[N:27]1.CN(C(ON1N=NC2C=CC=CC1=2)=[N+](C)C)C.[B-](F)(F)(F)F>CN(C=O)C>[NH:26]1[C:34]2[C:29](=[C:30]([NH:35][C:23]([C:19]3[CH:18]=[C:17]([N:14]4[CH2:15][CH2:16][CH:11]([N:3]5[C:4]6[C:5](=[N:6][CH:7]=[CH:8][CH:9]=6)[NH:10][C:2]5=[O:1])[CH2:12][CH2:13]4)[N:22]=[CH:21][N:20]=3)=[O:25])[CH:31]=[CH:32][CH:33]=2)[CH:28]=[N:27]1 |f:2.3|. Procedure: 100 mg (0.29 mmol) 6-[4-(2-oxo-2,3-dihydroimidazo[4,5-b]pyridin-1-yl)-piperidin-1-yl]-pyrimidine-4-carboxylic acid and 39 mg (0.29 mmol) 1H-indazole-4-ylamine in 87 mL (0.62 mmol) TEA and 1.5 mL DMF were combined with 104 mg (0.32 mmol) TBTU and stirred overnight at RT. Then the reaction mixture was purified by preparative HPLC-MS. The product-containing fractions were combined and freeze-dried. The reactants are BrCCOC=1C=C(C=CC1)C1=NOC2=C1SC=C2 (3-[3-(2-bromo-ethoxy)-phenyl]-thieno[2,3-d]isoxazole), C([O-])([O-])=O.[K+].[K+] (potassium carbonate), C1(=CC=CC=C1)N1CCNCC1 (N-phenylpiperazine). Yields the product C1(=CC=CC=C1)N1CCN(CC1)CCOC=1C=C(C=CC1)C1=NOC2=C1SC=C2 (3-{3-[2-(4-phenyl-piperazin-1-yl)-ethoxy]-phenyl}-thieno[2,3-d]isoxazole). Isolated yield 66.0%. RXN SMILES: Br[CH2:2][CH2:3][O:4][C:5]1[CH:6]=[C:7]([C:11]2[C:15]3[S:16][CH:17]=[CH:18][C:14]=3[O:13][N:12]=2)[CH:8]=[CH:9][CH:10]=1.C(=O)([O-])[O-].[K+].[K+].[C:25]1([N:31]2[CH2:36][CH2:35][NH:34][CH2:33][CH2:32]2)[CH:30]=[CH:29][CH:28]=[CH:27][CH:26]=1>>[C:25]1([N:31]2[CH2:36][CH2:35][N:34]([CH2:2][CH2:3][O:4][C:5]3[CH:6]=[C:7]([C:11]4[C:15]5[S:16][CH:17]=[CH:18][C:14]=5[O:13][N:12]=4)[CH:8]=[CH:9][CH:10]=3)[CH2:33][CH2:32]2)[CH:30]=[CH:29][CH:28]=[CH:27][CH:26]=1 |f:1.2.3|. Procedure details: The title compound is prepared from 3-[3-(2-bromo-ethoxy)-phenyl]-thieno[2,3-d]isoxazole, potassium carbonate, and N-phenylpiperazine essentially as described in example 27 except that the freebase is dried to give the title compound (330 mg, 66%). Mp=91–93° C. Microanalysis (C, H, N) is consistent with the final compound. The reactants are N1C=CC=C1 (pyrrole), CS(=O)(=O)OCCCC1=CC=C(C=C1)OCC=1N=C(OC1)\C=C\C1=CC=CC=C1 (3-[4-[2-[(E)-2-phenylethenyl]-4-oxazolylmethoxy]phenyl]propyl methansulfonate). Yields the product C1(=CC=CC=C1)/C=C/C=1OC=C(N1)COC1=CC=C(C=C1)CCCN1C=CC=C1 (2-[(E)-2-phenylethenyl]-4-[4-[3-(1-pyrrolyl)propyl]phenoxymethyl]oxazole). Yield: 57.0%. Reaction SMILES: [NH:1]1[CH:5]=[CH:4][CH:3]=[CH:2]1.CS(O[CH2:11][CH2:12][CH2:13][C:14]1[CH:19]=[CH:18][C:17]([O:20][CH2:21][C:22]2[N:23]=[C:24](/[CH:27]=[CH:28]/[C:29]3[CH:34]=[CH:33][CH:32]=[CH:31][CH:30]=3)[O:25][CH:26]=2)=[CH:16][CH:15]=1)(=O)=O>>[C:29]1(/[CH:28]=[CH:27]/[C:24]2[O:25][CH:26]=[C:22]([CH2:21][O:20][C:17]3[CH:16]=[CH:15][C:14]([CH2:13][CH2:12][CH2:11][N:1]4[CH:5]=[CH:4][CH:3]=[CH:2]4)=[CH:19][CH:18]=3)[N:23]=2)[CH:30]=[CH:31][CH:32]=[CH:33][CH:34]=1. Reported procedure: In substantially the same manner as in Working Example 8, pyrrole was allowed to react with 3-[4-[2-[(E)-2-phenylethenyl]-4-oxazolylmethoxy]phenyl]propyl methansulfonate to give 2-[(E)-2-phenylethenyl]-4-[4-[3-(1-pyrrolyl)propyl]phenoxymethyl]oxazole. The yield was 57%. Recrystallization from ethyl acetate-hexane gave colorless prisms, mp 108-109° C. The reactants are OC1=CC=C(C=CC(=O)NC2=CC=C(C=C2)CC(=O)O)C=C1 (4-(4'-hydroxycinnamoylamino)phenylacetic acid), [OH-].[Na+] (sodium hydroxide). The solvent is alcohol. Product: OC1=CC=C(C=CC(=O)NC2=CC=C(C=C2)CC(=O)[O-])C=C1.[Na+] (sodium 4-(4'-hydroxycinnamoylamino)phenylacetate). As a reaction SMILES: [OH:1][C:2]1[CH:22]=[CH:21][C:5]([CH:6]=[CH:7][C:8]([NH:10][C:11]2[CH:16]=[CH:15][C:14]([CH2:17][C:18]([OH:20])=[O:19])=[CH:13][CH:12]=2)=[O:9])=[CH:4][CH:3]=1.[OH-].[Na+:24]>>[OH:1][C:2]1[CH:3]=[CH:4][C:5]([CH:6]=[CH:7][C:8]([NH:10][C:11]2[CH:16]=[CH:15][C:14]([CH2:17][C:18]([O-:20])=[O:19])=[CH:13][CH:12]=2)=[O:9])=[CH:21][CH:22]=1.[Na+:24] |f:1.2,3.4|. Procedure: 289 Milligrams of 4-(4'-hydroxycinnamoylamino)phenylacetic acid were dissolved in an alcohol and an equivalent amount of sodium hydroxide was added to the solution. The solution was warmed for 30 minutes and then concentrated under reduced pressure. Ether was added to the residue and the precipitated crystals were collected by filtration to obtain sodium 4-(4'-hydroxycinnamoylamino)phenylacetate.